From a dataset of the Open Reaction Database (ORD), a public repository of structured organic reaction records. describe an organic reaction: reactants, conditions, products, and yield Procedure details: The solution of 1,4,7,10-tetraazacyclododecane-1,4,7-triacetic acid sodium salt is directly reacted, as described in EP 448191, with 4,4-dimethyl-3,5,8-trioxabicyclo[5.1.0]octane to give the alkylated product, which can, easily be complexed with gadolinium to give the final Gadobutrol. RXN SMILES: [Na+].[N:2]1([CH2:22][C:23]([O-:25])=[O:24])[CH2:13][CH2:12][NH:11][CH2:10][CH2:9][N:8]([CH2:14][C:15]([O-:17])=[O:16])[CH2:7][CH2:6][N:5]([CH2:18][C:19]([O-:21])=[O:20])[CH2:4][CH2:3]1.[Na+].[Na+].CC1(C)[O:36][CH2:35][CH:34]2[CH:32]([O:33]2)[CH2:31][O:30]1.[Gd:38]>>[CH2:4]1[N:5]([CH2:18][C:19]([O-:21])=[O:20])[CH2:6][CH2:7][N:8]([CH2:14][C:15]([O-:17])=[O:16])[CH2:9][CH2:10][N:11]([CH:34]([CH:32]([OH:33])[CH2:31][OH:30])[CH2:35][OH:36])[CH2:12][CH2:13][N:2]([CH2:22][C:23]([O-:25])=[O:24])[CH2:3]1.[Gd+3:38] |f:0.1.2.3,6.7|. The product is C1CN(CCN(CCN(CCN1CC(=O)[O-])CC(=O)[O-])C(CO)C(CO)O)CC(=O)[O-].[Gd+3] (Gadobutrol). The reactants are [Na+].N1(CCN(CCN(CCNCC1)CC(=O)[O-])CC(=O)[O-])CC(=O)[O-].[Na+].[Na+] (1,4,7,10-tetraazacyclododecane-1,4,7-triacetic acid sodium salt), CC1(OCC2OC2CO1)C (4,4-dimethyl-3,5,8-trioxabicyclo[5.1.0]octane), [Gd] (gadolinium).